From a dataset of the Open Reaction Database (ORD), a public repository of structured organic reaction records. describe an organic reaction: reactants, conditions, products, and yield The reactants are O=C1SC(C(N1)=O)CC1=CC=C(OCC(=O)NC2=C(C=C(C=C2)OC2=C(C=CC=C2)O)N(C(OC(C)(C)C)=O)C)C=C1 (t-butyl N-{2-[4-(2,4-dioxothiazolidin-5-ylmethyl)phenoxyacetylamino]-5-(2-hydroxyphenoxy)phenyl}-N-methylcarbamate), Cl.O1CCOCC1 (hydrogen chloride dioxane). Product: Cl.OC1=C(OC=2C=CC3=C(N(C(=N3)COC3=CC=C(CC4C(NC(S4)=O)=O)C=C3)C)C2)C=CC=C1 (5-{4-[6-(2-hydroxyphenoxy)-1-methyl-1H-benzimidazole-2-ylmethoxy]benzyl}thiazolidine-2,4-dione hydrochloride). As a reaction SMILES: [O:1]=[C:2]1[NH:6][C:5](=[O:7])[CH:4]([CH2:8][C:9]2[CH:42]=[CH:41][C:12]([O:13][CH2:14][C:15]([NH:17][C:18]3[CH:23]=[CH:22][C:21]([O:24][C:25]4[CH:30]=[CH:29][CH:28]=[CH:27][C:26]=4[OH:31])=[CH:20][C:19]=3[N:32](C)[C:33](=O)OC(C)(C)C)=O)=[CH:11][CH:10]=2)[S:3]1.[ClH:43].O1CCOCC1>>[ClH:43].[OH:31][C:26]1[CH:27]=[CH:28][CH:29]=[CH:30][C:25]=1[O:24][C:21]1[CH:22]=[CH:23][C:18]2[N:17]=[C:15]([CH2:14][O:13][C:12]3[CH:11]=[CH:10][C:9]([CH2:8][CH:4]4[S:3][C:2](=[O:1])[NH:6][C:5]4=[O:7])=[CH:42][CH:41]=3)[N:32]([CH3:33])[C:19]=2[CH:20]=1 |f:1.2,3.4|. Procedure: In a similar manner to that described in Example (2-2a), a reaction was carried out using t-butyl N-{2-[4-(2,4-dioxothiazolidin-5-ylmethyl)phenoxyacetylamino]-5-(2-hydroxyphenoxy)phenyl}-N-methylcarbamate (1.16 g) and 4N hydrogen chloride/dioxane (20 ml) and the reaction mixture was purified and then in a similar manner to that described in Example (2-2b) the product was reacted with 4N hydrogen chloride/ethyl acetate (20 ml) and purified to give the title compound (0.79 g). As a reaction SMILES: [BH4-:26].[CH2:20]([CH2:21][CH:22]([CH3:23])[CH3:24])[NH2:25].[CH3:28][OH:29].[F:1][c:2]1[c:3]([O:4][c:5]2[n:6][cH:7][c:8]([C:11](=[O:12])[NH2:13])[n:9][cH:10]2)[cH:14][cH:15][c:16]([CH:18]=[O:19])[cH:17]1.[Na+:27]>>[F:1][c:2]1[c:3]([O:4][c:5]2[n:6][cH:7][c:8]([C:11](=[O:12])[NH2:13])[n:9][cH:10]2)[cH:14][cH:15][c:16]([CH2:18][NH:25][CH2:20][CH2:21][CH:22]([CH3:23])[CH3:24])[cH:17]1. Yields the product CC(C)CCNCc1ccc(Oc2cnc(C(N)=O)cn2)c(F)c1. Reactants: [BH4-], CC(C)CCN, CO, NC(=O)c1cnc(Oc2ccc(C=O)cc2F)cn1, [Na+]. Reactants: CCOc1ccc(CN(Cc2ccsc2)c2ccc(SC)cc2)cc1, CO, O. Product: CCOc1ccc(CN(Cc2ccsc2)c2ccc(S(C)(=O)=O)cc2)cc1. As a reaction SMILES: [CH2:1]([CH3:2])[O:3][c:4]1[cH:5][cH:6][c:7]([CH2:8][N:9]([CH2:10][c:11]2[cH:12][s:13][cH:14][cH:15]2)[c:16]2[cH:17][cH:18][c:19]([S:22][CH3:23])[cH:20][cH:21]2)[cH:24][cH:25]1.[CH3:27][OH:28].[OH2:26]>>[CH2:1]([CH3:2])[O:3][c:4]1[cH:5][cH:6][c:7]([CH2:8][N:9]([CH2:10][c:11]2[cH:12][s:13][cH:14][cH:15]2)[c:16]2[cH:17][cH:18][c:19]([S:22]([CH3:23])(=[O:26])=[O:28])[cH:20][cH:21]2)[cH:24][cH:25]1. Starting materials: C[Si](C)(C)C#N, CCCC[N+](CCCC)(CCCC)CCCC, [F-], C#CCOc1c(F)cc(C(=O)N2C3CCCCC32)cc1F, C1CCOC1. Product: C#CCOc1c(F)cc(C(=O)NC2CCCCC2C#N)cc1F. RXN SMILES: [CH3:1][Si:2]([CH3:3])([CH3:4])[C:5]#[N:6].[CH3:29][CH2:30][CH2:31][CH2:32][N+:33]([CH2:34][CH2:35][CH2:36][CH3:37])([CH2:38][CH2:39][CH2:40][CH3:41])[CH2:42][CH2:43][CH2:44][CH3:45].[F-:28].[F:7][c:8]1[cH:9][c:10]([C:11](=[O:12])[N:13]2[CH:14]3[CH2:15][CH2:16][CH2:17][CH2:18][CH:19]23)[cH:20][c:21]([F:27])[c:22]1[O:23][CH2:24][C:25]#[CH:26].[O:46]1[CH2:47][CH2:48][CH2:49][CH2:50]1>>[C:5](#[N:6])[CH:14]1[CH2:15][CH2:16][CH2:17][CH2:18][CH:19]1[NH:13][C:11]([c:10]1[cH:9][c:8]([F:7])[c:22]([O:23][CH2:24][C:25]#[CH:26])[c:21]([F:27])[cH:20]1)=[O:12]. Reactants: CC(C)NCC(COC1=CC=CC2=C1C=CN2)O.Cl (pindolol HCl), C(C)O.O.OCC(O)CO.C(CCCCCCC\C=C/CCCCCCCC)(=O)OCC(O)CO (ethanol water glycerine glycerol monooleate). Product: CC(C)NCC(COC=1C=CC=C2C1C=CN2)O (pindolol). RXN SMILES: [CH3:1][CH:2]([NH:4][CH2:5][CH:6]([OH:18])[CH2:7][O:8][C:9]1[C:14]2[CH:15]=[CH:16][NH:17][C:13]=2[CH:12]=[CH:11][CH:10]=1)[CH3:3].Cl.C(O)C.O.OCC(CO)O.C(OCC(CO)O)(=O)CCCCCCC/C=C\CCCCCCCC>>[CH3:3][CH:2]([NH:4][CH2:5][CH:6]([OH:18])[CH2:7][O:8][C:9]1[CH:10]=[CH:11][CH:12]=[C:13]2[NH:17][CH:16]=[CH:15][C:14]=12)[CH3:1] |f:0.1,2.3.4.5|. Procedure details: A pindolol-enhancer gel formulation is prepared by mixing adequate quantities of pindolol HCl and Klucel HF® with a mixture consisting of 50%/39%/10%/1% (volume percent) ethanol/water/glycerine/glycerol monooleate to provide a gel with a final pindolol concentration of 65 mg/cc and Klucel level of 1.5% (wt/wt). The reactants are Klinosorb-4, CN1CCC(CC1)=O (1-methyl-4-piperidone), CNC (dimethylamine). The solvent is CCOCC (ether). The product is CN1CC=C(CC1)N(C)C (1-methyl-4-dimethylamino-1,2,5,6-tetrahydropyridine). Isolated yield 70.0%. RXN SMILES: [CH3:1][N:2]1[CH2:7][CH2:6][C:5](=O)[CH2:4][CH2:3]1.[CH3:9][NH:10][CH3:11]>CCOCC>[CH3:1][N:2]1[CH2:7][CH2:6][C:5]([N:10]([CH3:11])[CH3:9])=[CH:4][CH2:3]1. Procedure details: To 1000 g of Klinosorb-4 molecular sieve 500 ml of dry ether and 226 g of 1-methyl-4-piperidone are added and thereafter dimethylamine gas is bubbled into the reaction mixture with a rate allowing only slow reflux of the mixture in the initial period of the reaction. The dimethylamine gas is introduced into the reaction medium for 8 hours on three subsequent days, thereafter the mixture is filtered, the Klinosorb is washed with ether and the combined etheral solution is evaporated to dryness und... The reactants are S(=O)(=O)(Cl)Cl (sulfuryl chloride), C(C=C)C1(O)[C@H](OCC2=CC=CC=C2)[C@@H](OCC2=CC=CC=C2)[C@H](O)[C@H](O1)COCC1=CC=CC=C1 (Allyl-2,3,6-tri-O-benzyl-glucopyranose), ClCCl (Dichloromethane). Run in N1=CC=CC=C1 (pyridine). Run at time 15 hour. The product is C(C=C)C1(O)[C@H](OCC2=CC=CC=C2)[C@@H](OCC2=CC=CC=C2)[C@H]([C@H](O1)COCC1=CC=CC=C1)Cl (allyl 4-chloro-4-deoxy-2,3,6-tri-O-benzyl-galactopyranose). RXN SMILES: [CH2:1]([C:4]1([O:27][C@H:26]([CH2:28][O:29][CH2:30][C:31]2[CH:36]=[CH:35][CH:34]=[CH:33][CH:32]=2)[C@@H:24](O)[C@H:15]([O:16][CH2:17][C:18]2[CH:23]=[CH:22][CH:21]=[CH:20][CH:19]=2)[C@H:6]1[O:7][CH2:8][C:9]1[CH:14]=[CH:13][CH:12]=[CH:11][CH:10]=1)[OH:5])[CH:2]=[CH2:3].S(Cl)([Cl:40])(=O)=O.ClCCl>N1C=CC=CC=1>[CH2:1]([C:4]1([O:27][C@H:26]([CH2:28][O:29][CH2:30][C:31]2[CH:36]=[CH:35][CH:34]=[CH:33][CH:32]=2)[C@H:24]([Cl:40])[C@H:15]([O:16][CH2:17][C:18]2[CH:23]=[CH:22][CH:21]=[CH:20][CH:19]=2)[C@H:6]1[O:7][CH2:8][C:9]1[CH:14]=[CH:13][CH:12]=[CH:11][CH:10]=1)[OH:5])[CH:2]=[CH2:3]. Procedure: Allyl-2,3,6-tri-O-benzyl-glucopyranose (as per Example 14) (960 mg) was dissolved in dry pyridine and added 65 μL of sulfuryl chloride at 0° C. dropwise. The reaction mixture was stirred at this temperature for 15 hours. Dichloromethane (150 mL) was added and the resulting solution was washed with sodium bicarbonate (2×150 mL) and water (2×150 mL). Solvent removal left the residue which was purified by chromatography on silica gel using hexane-ethyl acetate (5:1) as eluent to provide compound al...